Dataset: the Open Reaction Database (ORD), a public repository of structured organic reaction records. Task: describe an organic reaction: reactants, conditions, products, and yield Reactants: BrC=1C(=NN(C1CC)CCCC)C#N (4-bromo-1-butyl-5-ethyl-1H-pyrazole-3-carbonitrile), CC(C(=O)NC1=C(C=CC=C1)B(O)O)(C)C (2-[(2,2-dimethylpropanoyl)amino]phenylboronic acid), C1(=CC=CC=C1)P(C1=CC=CC=C1)C1=CC=CC=C1 (triphenylphosphine), C([O-])([O-])=O.[Na+].[Na+] (sodium carbonate). Reported procedure: A flask containing a mixture of 4-bromo-1-butyl-5-ethyl-1H-pyrazole-3-carbonitrile (2.56 g, 10 mmol), 2-[(2,2-dimethylpropanoyl)amino]phenylboronic acid (2.87 g, 15 mmol), triphenylphosphine (0.079 g, 0.30 mmol), 2 M aqueous sodium carbonate (15 mL, 30 mmol), water (3 mL) and 1-propanol (20 mL) was placed under vacuum and back-filled with nitrogen three times. Palladium (II) acetate (0.023 g, 0.10 mmol) was added. Again, the flask was placed under vacuum and back-filled with nitrogen. The mixtur... RXN SMILES: Br[C:2]1[C:3]([C:13]#[N:14])=[N:4][N:5]([CH2:9][CH2:10][CH2:11][CH3:12])[C:6]=1[CH2:7][CH3:8].[CH3:15][C:16]([CH3:30])([CH3:29])[C:17]([NH:19][C:20]1[CH:25]=[CH:24][CH:23]=[CH:22][C:21]=1B(O)O)=[O:18].C1(P(C2C=CC=CC=2)C2C=CC=CC=2)C=CC=CC=1.C(=O)([O-])[O-].[Na+].[Na+]>C([O-])(=O)C.[Pd+2].C([O-])(=O)C.C(OC)(C)(C)C.C(O)CC.O>[CH2:7]([C:6]1[N:5]([CH2:9][CH2:10][CH2:11][CH3:12])[N:4]=[C:3]([C:13]#[N:14])[C:2]=1[C:21]1[CH:22]=[CH:23][CH:24]=[CH:25][C:20]=1[NH:19][C:17](=[O:18])[C:16]([CH3:29])([CH3:15])[CH3:30])[CH3:8] |f:3.4.5,6.7.8|. Solvent: C(CC)O (1-propanol), O (water), C(C)(C)(C)OC (methyl tert-butyl ether), Hexanes. Conditions: temperature 100 celsius, time 10 minute. Reagents/catalysts: C(C)(=O)[O-].[Pd+2].C(C)(=O)[O-] (Palladium (II) acetate). Isolated yield 12.8%. The product is C(C)C1=C(C(=NN1CCCC)C#N)C1=C(C=CC=C1)NC(C(C)(C)C)=O (N-[2-(5-ethyl-1-butyl-3-cyano-1H-pyrazol-4-yl)phenyl]-2,2-dimethylpropanamide). The reactants are CC(=O)SCCc1c(C(=O)O)n(-c2ccccc2)c2ccccc12, [K+], C1COCCO1, [OH-], O. Yields the product O=C(O)c1c(CCS)c2ccccc2n1-c1ccccc1. RXN SMILES: [C:1](=[O:2])([CH3:3])[S:4][CH2:5][CH2:6][c:7]1[c:8]([C:22](=[O:23])[OH:24])[n:9](-[c:16]2[cH:17][cH:18][cH:19][cH:20][cH:21]2)[c:10]2[cH:11][cH:12][cH:13][cH:14][c:15]12.[K+:26].[O:27]1[CH2:28][CH2:29][O:30][CH2:31][CH2:32]1.[OH-:25].[OH2:33]>>[SH:4][CH2:5][CH2:6][c:7]1[c:8]([C:22](=[O:23])[OH:24])[n:9](-[c:16]2[cH:17][cH:18][cH:19][cH:20][cH:21]2)[c:10]2[cH:11][cH:12][cH:13][cH:14][c:15]12.